describe an organic reaction: reactants, conditions, products, and yield From a dataset of the Open Reaction Database (ORD), a public repository of structured organic reaction records. Reported procedure: To a stirred solution of 3-bromo-5-hydroxybenzoic acid (2 g, 9.22 mmol) in dimethyl formamide (50 mL), was added potassium carbonate (1.27 g, 9.21 mmol), and the mixture was stirred at 0° C. for 20 minutes. Benzyl bromide (1.1 mL, 9.25 mmol) was added, and the reaction mixture allowed to warm to room temperature over 16 hours. The reaction mixture was diluted with water and extracted with ethyl acetate (×3). The combined organic extracts were washed with brine, dried (magnesium sulphate), filter... As a reaction SMILES: [Br:1][C:2]1[CH:3]=[C:4]([CH:8]=[C:9]([OH:11])[CH:10]=1)[C:5]([OH:7])=[O:6].C(=O)([O-])[O-].[K+].[K+].[CH2:18](Br)[C:19]1[CH:24]=[CH:23][CH:22]=[CH:21][CH:20]=1>CN(C)C=O.O>[Br:1][C:2]1[CH:3]=[C:4]([CH:8]=[C:9]([OH:11])[CH:10]=1)[C:5]([O:7][CH2:18][C:19]1[CH:24]=[CH:23][CH:22]=[CH:21][CH:20]=1)=[O:6] |f:1.2.3|. Yields the product BrC=1C=C(C(=O)OCC2=CC=CC=C2)C=C(C1)O (Benzyl 3-bromo-5-hydroxybenzoate). Run in O (water), CN(C=O)C (dimethyl formamide). The yield is 100.6%. Run at temperature 0 celsius, time 20 minute. Reactants: BrC=1C=C(C(=O)O)C=C(C1)O (3-bromo-5-hydroxybenzoic acid), C([O-])([O-])=O.[K+].[K+] (potassium carbonate), C(C1=CC=CC=C1)Br (Benzyl bromide). The reactants are Cl.C(C)N([C@@H]1C[C@@H](C1)O)CC (Cis-1-diethylamino-3-hydroxycyclobutane hydrochloride), [OH-].[Na+] (sodium hydroxide). The solvent is CO (methanol). Yields the product C(C)N([C@@H]1C[C@@H](C1)O)CC (cis-1-diethylamino-3-hydroxycyclobutane). The yield is 89.9%. RXN SMILES: Cl.[CH2:2]([N:4]([CH2:10][CH3:11])[C@H:5]1[CH2:8][C@@H:7]([OH:9])[CH2:6]1)[CH3:3].[OH-].[Na+]>CO>[CH2:2]([N:4]([CH2:10][CH3:11])[C@H:5]1[CH2:8][C@@H:7]([OH:9])[CH2:6]1)[CH3:3] |f:0.1,2.3|. Procedure: Cis-1-diethylamino-3-hydroxycyclobutane hydrochloride (100 mg, 0.557 mmol) was dissolved in methanol (3.0 ml), and thereto was added 1N aqueous sodium hydroxide solution (0.560 mL, 0.560 mmol). The mixture was evaporated, and thereto were added ethyl acetate and tetrahydrofuran, and the mixture was dried over sodium sulfate, and filtered. The filtrate was evaporated to give the titled compound (71.7 mg). The reactants are CCCCc1nc(Cl)c(C(=O)O)n1Cc1ccc(-c2ccccc2S(=O)(=O)NC(C)(C)C)cc1, COc1ccccc1, O=C(O)C(F)(F)F. The product is CCCCc1nc(Cl)c(C(=O)O)n1Cc1ccc(-c2ccccc2S(N)(=O)=O)cc1. RXN SMILES: [C:1]([CH3:2])([CH3:3])([CH3:4])[NH:5][S:6](=[O:7])(=[O:8])[c:9]1[c:10](-[c:15]2[cH:16][cH:17][c:18]([CH2:21][n:22]3[c:23]([CH2:31][CH2:32][CH2:33][CH3:34])[n:24][c:25]([Cl:30])[c:26]3[C:27](=[O:28])[OH:29])[cH:19][cH:20]2)[cH:11][cH:12][cH:13][cH:14]1.[CH3:35][O:36][c:37]1[cH:38][cH:39][cH:40][cH:41][cH:42]1.[OH:43][C:44]([C:45]([F:46])([F:47])[F:48])=[O:49]>>[NH2:5][S:6](=[O:7])(=[O:8])[c:9]1[c:10](-[c:15]2[cH:16][cH:17][c:18]([CH2:21][n:22]3[c:23]([CH2:31][CH2:32][CH2:33][CH3:34])[n:24][c:25]([Cl:30])[c:26]3[C:27](=[O:28])[OH:29])[cH:19][cH:20]2)[cH:11][cH:12][cH:13][cH:14]1. The reactants are O.[OH-].[Li+] (lithium hydroxide monohydrate), COC(=O)[C@@H]1[C@H](C2=CC=C(C=C2[C@H]1C1=C(C=C(C=C1)OC)O)OCCC)C1=CC2=C(C=C1)OCO2 (methyl-(1S, 2R, 3S)-3-(2-hydroxy-4-methoxyphenyl)-1-(3,4-methylenedioxyphenyl)-5-(prop-1-yloxy)indane-2-carboxylate), C([O-])([O-])=O.[K+].[K+] (potassium carbonate), C1(OCCO1)=O (ethylene carbonate), C(CC(O)(C(=O)O)CC(=O)O)(=O)O (citric acid). The solvent is O (water), C1(=CC=CC=C1)C (toluene), C1(=CC=CC=C1)C (toluene), O (DI water), O (DI water). Conditions: temperature 110 celsius, time 3 hour. Product: OCCOC1=C(C=CC(=C1)OC)C1C(C(C2=CC=C(C=C12)OCCC)C1=CC2=C(C=C1)OCO2)C(=O)O (3-[2-(2-hydroxyeth-1-yloxy)4-methoxyphenyl]-1-(3,4-methylendioxyphenyl)-5-propoxyindane-2-carboxylic acid). RXN SMILES: C[O:2][C:3]([C@H:5]1[C@H:13]([C:14]2[CH:19]=[CH:18][C:17]([O:20][CH3:21])=[CH:16][C:15]=2[OH:22])[C:12]2[C:7](=[CH:8][CH:9]=[C:10]([O:23][CH2:24][CH2:25][CH3:26])[CH:11]=2)[C@@H:6]1[C:27]1[CH:32]=[CH:31][C:30]2[O:33][CH2:34][O:35][C:29]=2[CH:28]=1)=[O:4].C(=O)([O-])[O-].[K+].[K+].C1(=O)O[CH2:45][CH2:44][O:43]1.O.[OH-].[Li+].C(O)(=O)CC(CC(O)=O)(C(O)=O)O>O.C1(C)C=CC=CC=1>[OH:43][CH2:44][CH2:45][O:22][C:15]1[CH:16]=[C:17]([O:20][CH3:21])[CH:18]=[CH:19][C:14]=1[CH:13]1[C:12]2[C:7](=[CH:8][CH:9]=[C:10]([O:23][CH2:24][CH2:25][CH3:26])[CH:11]=2)[CH:6]([C:27]2[CH:32]=[CH:31][C:30]3[O:33][CH2:34][O:35][C:29]=3[CH:28]=2)[CH:5]1[C:3]([OH:2])=[O:4] |f:1.2.3,5.6.7|. Procedure details: To 463.0 g (21.7% wt/wt, 203.8 mmol) of a toluene solution of methyl-(1S, 2R, 3S)-3-(2-hydroxy-4-methoxyphenyl)-1-(3,4-methylenedioxyphenyl)-5-(prop-1-yloxy)indane-2-carboxylate was added 425 mL of toluene, 70 g (496 mmol) of potassium carbonate and 183 g (2.04 mol) of ethylene carbonate. The resulting mixture was heated to approximately 110° C. over a period of 60 minutes then held at this temperature. The progress of the reaction was monitored by HPLC. The reaction was considered complete when... Reaction SMILES: [CH3:1][O:2][C:3]1[C:4]([CH2:14][CH:15]=[CH2:16])([CH3:13])[C:5]2[C:10]([CH2:11][CH:12]=1)=[CH:9][CH:8]=[CH:7][CH:6]=2.[Cr](O[Cr]([O-])(=O)=O)([O-])(=O)=[O:18].[NH+]1C=CC=CC=1.[NH+]1C=CC=CC=1.C(OO)(C)(C)C>C1C=CC=CC=1>[CH2:14]([C:4]1([CH3:13])[C:5]2[C:10](=[CH:9][CH:8]=[CH:7][CH:6]=2)[C:11](=[O:18])[CH:12]=[C:3]1[O:2][CH3:1])[CH:15]=[CH2:16] |f:1.2.3|. Isolated yield 24.9%. The solvent is C1=CC=CC=C1 (benzene). Reactants: COC=1C(C2=CC=CC=C2CC1)(C)CC=C (1-allyl-1-methyl-1,4-dihydronaphthalen-2-yl methyl ether), [Cr](=O)(=O)([O-])O[Cr](=O)(=O)[O-].[NH+]1=CC=CC=C1.[NH+]1=CC=CC=C1 (pyridinium dichromate), C(C)(C)(C)OO (tert-butylhydroperoxide), resultant solution. Procedure details: To a solution of Example 123B (7.72 g, 36.1 mmol) in benzene (400 mL) was added celite (15 g), pyridinium dichromate (54.3 g, 144.3 mmol) and tert-butylhydroperoxide (70% in water) (19.9 mL, 144.3 mmol). The resultant solution was stirred at room temperature for 1.25 hours, followed by filtering the solution through a plug of celite (20 g) which was rinsed with benzene (100 mL). The combined filtrate was concentrated in vacuo, and the resultant residue was purified by column chromatography emplo... Yields the product C(C=C)C1(C(=CC(C2=CC=CC=C12)=O)OC)C (4-allyl-3-methoxy-4-methylnaphthalen-1(4H)-one). Starting materials: COC(C#CC1=CC=C(C=C1)F)=O ((4-fluorophenyl)propynoic acid methyl ester), CNN (MeNHNH2). The solvent is CO (MeOH), O (H2O). Reaction conditions: temperature 60 celsius, time 20 minute. Yields the product FC1=CC=C(C=C1)C1=CC(NN1C)=O (5-(4-fluorophenyl)-1-methyl-1,2-dihydro-pyrazol-3-one). Isolated yield 36.4%. Reaction SMILES: C[O:2][C:3](=O)[C:4]#[C:5][C:6]1[CH:11]=[CH:10][C:9]([F:12])=[CH:8][CH:7]=1.[CH3:14][NH:15][NH2:16]>CO.O>[F:12][C:9]1[CH:10]=[CH:11][C:6]([C:5]2[N:15]([CH3:14])[NH:16][C:3](=[O:2])[CH:4]=2)=[CH:7][CH:8]=1. Procedure details: A suspension of (4-fluorophenyl)propynoic acid methyl ester (1.6 g, 9.0 mmol) in MeOH (10 mL) and H2O (10 mL) was heated at 60° C. and MeNHNH2 (0.5 mL, 9.4 mmol) was added. The reaction mixture was stirred at 60° C. for 20 min. then filtered. The residue was washed with H2O (10 mL) and MeOH (5 mL) and dried to give 5-(4-fluorophenyl)-1-methyl-1,2-dihydro-pyrazol-3-one (0.63 g, 36%). The filtrate was then concentrated under reduced pressure and the residue dissolved in EtOAc (20 ml) and washed wi...